Dataset: the Open Reaction Database (ORD), a public repository of structured organic reaction records. Task: describe an organic reaction: reactants, conditions, products, and yield Starting materials: O (Water), C1(CCCC1)C=1C(=NN2C(=NN=C(C21)C)C2=C(C=CC=C2)F)OS(=O)(=O)C2=CC=C(C=C2)C (toluene-4-sulfonic acid 3-cyclopentyl-7-(2-fluorophenyl)-4-methylpyrazolo[1,5-d][1,2,4]triazin-2-yl ester), CN1N=CN=C1CO ((2-methyl-2H-[1,2,4]triazol-3-yl)methanol), A-170073, [H-].[Na+] (sodium hydride). The solvent is CN(C)C=O (DMF). Conditions: time 1 hour. The product is C1(CCCC1)C=1C(=NN2C(=NN=C(C21)C)C2=C(C=CC=C2)F)OCC=2N(N=CN2)C (3-Cyclopentyl-7-(2-fluorophenyl)-4-methyl-2-(2-methyl-2H-[1,2,4]triazol-3-ylmethoxy)pyrazolo[1,5-d][1,2,4]triazine). Reaction SMILES: [CH:1]1([C:6]2[C:7]([O:23]S(C3C=CC(C)=CC=3)(=O)=O)=[N:8][N:9]3[C:14]=2[C:13]([CH3:15])=[N:12][N:11]=[C:10]3[C:16]2[CH:21]=[CH:20][CH:19]=[CH:18][C:17]=2[F:22])[CH2:5][CH2:4][CH2:3][CH2:2]1.[CH3:34][N:35]1[C:39]([CH2:40]O)=[N:38][CH:37]=[N:36]1.[H-].[Na+].O>CN(C=O)C>[CH:1]1([C:6]2[C:7]([O:23][CH2:40][C:39]3[N:35]([CH3:34])[N:36]=[CH:37][N:38]=3)=[N:8][N:9]3[C:14]=2[C:13]([CH3:15])=[N:12][N:11]=[C:10]3[C:16]2[CH:21]=[CH:20][CH:19]=[CH:18][C:17]=2[F:22])[CH2:2][CH2:3][CH2:4][CH2:5]1 |f:2.3|. Procedure: To toluene-4-sulfonic acid 3-cyclopentyl-7-(2-fluorophenyl)-4-methylpyrazolo[1,5-d][1,2,4]triazin-2-yl ester (Example 3, step c; 230 mg, 0.494 mmol) and (2-methyl-2H-[1,2,4]triazol-3-yl)methanol (67 mg, 1.2 molar eq; prepared as described in EP-A-170073) in DMF (10 ml) was added sodium hydride (22 mg of a 60% dispersion in mineral oil; 1.2 molar eq) and the mixture was stirred at room temperature for 1 h. Water (90 ml) was added then the solution was extracted with diethyl ether (4×50 ml). The c... Reactants: CCOC(=O)C(O)CN(N)Cc1ccc(-c2cc(Cl)ccc2F)cc1, CC#N, O=C(Cl)C(=O)Cl, [K+], [K+], CN(C)C=O, c1ccncc1, O=C([O-])c1nnn[nH]1, O=C([O-])c1nnn[nH]1. The product is CCOC(=O)C(O)CN(Cc1ccc(-c2cc(Cl)ccc2F)cc1)NC(=O)c1nnn[nH]1. Reaction SMILES: [CH2:33]([CH3:34])[O:35][C:36]([CH:37]([CH2:38][N:39]([NH2:40])[CH2:41][c:42]1[cH:43][cH:44][c:45](-[c:48]2[c:49]([F:55])[cH:50][cH:51][c:52]([Cl:54])[cH:53]2)[cH:46][cH:47]1)[OH:56])=[O:57].[CH3:6][C:7]#[N:8].[Cl:9][C:10]([C:11]([Cl:12])=[O:13])=[O:14].[K+:23].[K+:24].[O:1]=[CH:2][N:3]([CH3:4])[CH3:5].[cH:58]1[cH:59][cH:60][n:61][cH:62][cH:63]1.[nH:15]1[n:16][n:17][n:18][c:19]1[C:20](=[O:21])[O-:22].[nH:25]1[c:26]([C:27]([O-:28])=[O:29])[n:30][n:31][n:32]1>>[n:15]1[n:16][n:17][nH:18][c:19]1[C:20](=[O:22])[NH:40][N:39]([CH2:38][CH:37]([C:36]([O:35][CH2:33][CH3:34])=[O:57])[OH:56])[CH2:41][c:42]1[cH:43][cH:44][c:45](-[c:48]2[c:49]([F:55])[cH:50][cH:51][c:52]([Cl:54])[cH:53]2)[cH:46][cH:47]1. The reactants are CCCC[Sn](Cl)(Cl)CCCC, C1CCOC1, COP1(=O)CCC(=O)CC1, COC(=O)c1sc(C#CC(C)(C)C)cc1N, CN(C)C=O, [SiH3]c1ccccc1. Product: COC(=O)c1sc(C#CC(C)(C)C)cc1NC1CCP(=O)(OC)CC1. Reaction SMILES: [CH2:27]([Sn:28]([Cl:29])([Cl:30])[CH2:31][CH2:32][CH2:33][CH3:34])[CH2:35][CH2:36][CH3:37].[CH2:45]1[O:46][CH2:47][CH2:48][CH2:49]1.[CH3:17][O:18][P:19]1(=[O:26])[CH2:20][CH2:21][C:22](=[O:25])[CH2:23][CH2:24]1.[NH2:1][c:2]1[c:3]([C:13](=[O:14])[O:15][CH3:16])[s:4][c:5]([C:7]#[C:8][C:9]([CH3:10])([CH3:11])[CH3:12])[cH:6]1.[O:50]=[CH:51][N:52]([CH3:53])[CH3:54].[c:38]1([SiH3:39])[cH:40][cH:41][cH:42][cH:43][cH:44]1>>[NH:1]([c:2]1[c:3]([C:13](=[O:14])[O:15][CH3:16])[s:4][c:5]([C:7]#[C:8][C:9]([CH3:10])([CH3:11])[CH3:12])[cH:6]1)[CH:22]1[CH2:21][CH2:20][P:19]([O:18][CH3:17])(=[O:26])[CH2:24][CH2:23]1. Reactants: BrCCCCOC=1C=C2CCC(NC2=CC1)=O (6-(4-bromo-butoxy)-3,4-dihydro-carbostyril), SC1=[N+](C=CC=C1)[O-] (2-mercapto-pyridine-N-oxide). The product is [O-][N+]1=C(C=CC=C1)SCCCCOC=1C=C2CCC(NC2=CC1)=O (6-[4-(N-Oxido-2-pyridyl-mercapto)-butoxy]-3,4-dihydro-carbostyril). Reaction SMILES: Br[CH2:2][CH2:3][CH2:4][CH2:5][O:6][C:7]1[CH:8]=[C:9]2[C:14](=[CH:15][CH:16]=1)[NH:13][C:12](=[O:17])[CH2:11][CH2:10]2.[SH:18][C:19]1[CH:24]=[CH:23][CH:22]=[CH:21][N+:20]=1[O-:25]>>[O-:25][N+:20]1[CH:21]=[CH:22][CH:23]=[CH:24][C:19]=1[S:18][CH2:2][CH2:3][CH2:4][CH2:5][O:6][C:7]1[CH:8]=[C:9]2[C:14](=[CH:15][CH:16]=1)[NH:13][C:12](=[O:17])[CH2:11][CH2:10]2. Reported procedure: Prepared analogous to Example 1 from 6-(4-bromo-butoxy)-3,4-dihydro-carbostyril and 2-mercapto-pyridine-N-oxide. Reactants: CC(=C)C(=O)OC (PMMA), BrC1=CC=CC2=CC=CC=C12 (bromonapthalene), CC(=C)C(=O)OC (PMMA), ( 76/24 ). Yields the product C=CC=C.C=CC1=CC=CC=C1 (Butadiene styrene). RXN SMILES: CC(C(OC)=O)=C.Br[C:9]1[C:18]2[C:13](=[CH:14][CH:15]=CC=2)[CH:12]=[CH:11][CH:10]=1>>[CH2:18]=[CH:9][CH:10]=[CH2:11].[CH2:15]=[CH:14][C:13]1[CH:18]=[CH:9][CH:10]=[CH:11][CH:12]=1 |f:2.3|. Procedure details: In the above example, the matrix phase must have about the same R.I. as the grafted rubber phase. The 80 percent by weight of matrix phase must be a blend of SAN and PMMA that matches the graft rubber phase having an R.I. of about 1.5390. A blend of about 42 percent of PMMA and 58 percent of SAN (76/24) was found to have a R.I. about 1.5385 matching the graft copolymer closely, giving a low haze polyblend. The refractive index was determined by an Abbe Refractometer with bromonapthalene as the i... Reactants: ClCCl, O=C(Cl)c1ccccc1[N+](=O)[O-], Nc1ccc(Cl)cn1, c1ccncc1. Product: O=C(Nc1ccc(Cl)cn1)c1ccccc1[N+](=O)[O-]. Reaction SMILES: [Cl:27][CH2:28][Cl:29].[N+:15](=[O:16])([O-:17])[c:18]1[c:19]([C:20](=[O:21])[Cl:22])[cH:23][cH:24][cH:25][cH:26]1.[NH2:1][c:2]1[n:3][cH:4][c:5]([Cl:8])[cH:6][cH:7]1.[cH:9]1[cH:10][cH:11][n:12][cH:13][cH:14]1>>[NH:1]([c:2]1[n:3][cH:4][c:5]([Cl:8])[cH:6][cH:7]1)[C:20]([c:19]1[c:18]([N+:15](=[O:16])[O-:17])[cH:26][cH:25][cH:24][cH:23]1)=[O:21]. The reactants are C(C1=CC=CC=C1)(=O)OC(C1=CC=CC=C1)=O (benzoic anhydride), Cl(=O)(=O)(=O)O (perchloric acid), δ-lactone, C1(=CC=CC=C1)C (toluene), C1(=CC=CC=C1)C (toluene). The product is C(C1=CC=CC=C1)(=O)OC1C(C(=O)OC(C1)CCCCCCCCCCCCCCCCC)CC (rac-(2RS,3RS,5SR)-3-benzoyloxy-2-ethyl-5-heptadecyl-δ-valerolactone). Isolated yield 100.0%. RXN SMILES: [C:1]([O:9][C:10](=[O:17])[C:11]1[CH:16]=[CH:15][CH:14]=[CH:13][CH:12]=1)(=O)[C:2]1[CH:7]=[CH:6][CH:5]=[CH:4][CH:3]=1.Cl(O)(=O)(=O)=O.[C:23]1([CH3:29])[CH:28]=[CH:27][CH:26]=[CH:25][CH:24]=1>>[C:10]([O:9][CH:1]1[CH2:2][CH:7]([CH2:6][CH2:5][CH2:4][CH2:3][CH2:5][CH2:4][CH2:3][CH2:2][CH2:7][CH2:6][CH2:24][CH2:25][CH2:26][CH2:27][CH2:28][CH2:23][CH3:29])[O:17][C:10](=[O:9])[CH:11]1[CH2:12][CH3:13])(=[O:17])[C:11]1[CH:12]=[CH:13][CH:14]=[CH:15][CH:16]=1. Reported procedure: 138.5 g of benzoic anhydride and subsequently 2.5 ml of perchloric acid 70% were added to a suspension of 191.3 g of the δ-lactone from c) in 1250 ml of toluene. After stirring for 2.5 hours the reaction mixture in toluene was extracted with 1N sodium hydroxide solution in 20% sodium chloride solution and then with saturated sodium chloride solution. The organic phases were combined, dried and evaporated. 243.4 g (100.0%) of rac-(2RS,3RS,5SR)-3-benzoyloxy-2-ethyl-5-heptadecyl-δ-valerolactone, m.... Procedure details: To a solution of 1.00 g (1.51 mM) of N-[1-[2-(6-tert-butyldimethylsiloxy-2,5,7,8-tetramethylchroman-2-yl)ethyl]piperidin-4-ylmethyl]-5-thia-1,8b-diazaacenaphthylene-4-carboxamide in ethanol (4 ml) was added 4.0 ml (16 mM) of 4N—HCl/methanol and the mixture was stirred at room temperature for 63 hours. After the solvent was distilled off under reduced pressure, ethanol was added and the mixture was stirred at room temperature for 1 hour. The resulting crystal crop was harvested by filtration and ... Product: Cl.Cl.OC=1C(=C2CCC(OC2=C(C1C)C)(C)CCN1CCC(CC1)CNC(=O)C1=CC2=CN=C3C=CC=C(S1)N32)C (N-[1-[2-(6-hydroxy-2,5,7,8-tetramethyl-chroman-2-yl)ethyl]piperidin-4-ylmethyl]-5-thia-1,8b-diazaacenaphthylene-4-carboxamide dihydrochloride). Reaction conditions: time 63 hour. Reaction SMILES: [O:1]([C:9]1[C:10]([CH3:46])=[C:11]2[C:16](=[C:17]([CH3:20])[C:18]=1[CH3:19])[O:15][C:14]([CH2:22][CH2:23][N:24]1[CH2:29][CH2:28][CH:27]([CH2:30][NH:31][C:32]([C:34]3[S:44][C:43]4[N:45]5[C:36](=[CH:37][N:38]=[C:39]5[CH:40]=[CH:41][CH:42]=4)[CH:35]=3)=[O:33])[CH2:26][CH2:25]1)([CH3:21])[CH2:13][CH2:12]2)[Si](C(C)(C)C)(C)C.[ClH:47].CO>C(O)C>[ClH:47].[ClH:47].[OH:1][C:9]1[C:10]([CH3:46])=[C:11]2[C:16](=[C:17]([CH3:20])[C:18]=1[CH3:19])[O:15][C:14]([CH2:22][CH2:23][N:24]1[CH2:29][CH2:28][CH:27]([CH2:30][NH:31][C:32]([C:34]3[S:44][C:43]4[N:45]5[C:36](=[CH:37][N:38]=[C:39]5[CH:40]=[CH:41][CH:42]=4)[CH:35]=3)=[O:33])[CH2:26][CH2:25]1)([CH3:21])[CH2:13][CH2:12]2 |f:1.2,4.5.6|. Reactants: O([Si](C)(C)C(C)(C)C)C=1C(=C2CCC(OC2=C(C1C)C)(C)CCN1CCC(CC1)CNC(=O)C1=CC2=CN=C3C=CC=C(S1)N32)C (N-[1-[2-(6-tert-butyldimethylsiloxy-2,5,7,8-tetramethylchroman-2-yl)ethyl]piperidin-4-ylmethyl]-5-thia-1,8b-diazaacenaphthylene-4-carboxamide), Cl.CO (HCl methanol). The solvent is C(C)O (ethanol). Starting materials: COCCOC (DME), O1CCCC1 (tetrahydrofuran), N1CCC(CC1)N1C=CC2=CC=C(C=C12)C(=O)OC (methyl 1-piperidin-4-yl-1H-indole-6-carboxylate), COC1=CC=C2C(CC(OC2=C1CC=O)(C)C)=O ((7-methoxy-2,2-dimethyl-4-oxochroman-8-yl)acetaldehyde). Solvent: C(C)(=O)O (acetic acid). Conditions: time 1 hour. Product: COC1=CC=C2C(CC(OC2=C1CCN1CCC(CC1)N1C=CC2=CC=C(C=C12)C(=O)OC)(C)C)=O (methyl 1-{1-[2-(7-methoxy-2,2-dimethyl-4-oxochroman-8-yl)ethyl]piperidin-4-yl}-1H-indole-6-carboxylate). Isolated yield 105.7%. Reaction SMILES: COCCOC.O1CCCC1.[NH:12]1[CH2:17][CH2:16][CH:15]([N:18]2[C:26]3[C:21](=[CH:22][CH:23]=[C:24]([C:27]([O:29][CH3:30])=[O:28])[CH:25]=3)[CH:20]=[CH:19]2)[CH2:14][CH2:13]1.[CH3:31][O:32][C:33]1[C:42]([CH2:43][CH:44]=O)=[C:41]2[C:36]([C:37](=[O:48])[CH2:38][C:39]([CH3:47])([CH3:46])[O:40]2)=[CH:35][CH:34]=1>C(O)(=O)C>[CH3:31][O:32][C:33]1[C:42]([CH2:43][CH2:44][N:12]2[CH2:13][CH2:14][CH:15]([N:18]3[C:26]4[C:21](=[CH:22][CH:23]=[C:24]([C:27]([O:29][CH3:30])=[O:28])[CH:25]=4)[CH:20]=[CH:19]3)[CH2:16][CH2:17]2)=[C:41]2[C:36]([C:37](=[O:48])[CH2:38][C:39]([CH3:47])([CH3:46])[O:40]2)=[CH:35][CH:34]=1. Procedure details: 28 mL of DME, 14 mL of tetrahydrofuran and 1.24 mL of acetic acid were added to 2.80 g of methyl 1-piperidin-4-yl-1H-indole-6-carboxylate and 3.16 g of (7-methoxy-2,2-dimethyl-4-oxochroman-8-yl)acetaldehyde. Although crystals precipitated, the reaction mixture was stirred for one hour as it was. The reaction mixture was cooled with an ice-water bath, and 2.75 g of sodium triacetoxyborohydride was added portionwise divided into three to the reaction mixture. The reaction mixture was warmed to roo... Product: [Si](C)(C)(C(C)(C)C)OC(C([C@@H](C1=CC=CC=C1)F)NC(OC(C)(C)C)=O)CO[Si](C)(C)C(C)(C)C ((R)-tert-butyl 3,4-bis(tert-butyldimethylsilyloxy)-1-fluoro-1-phenylbutan-2-ylcarbamate). Reaction SMILES: [F:1][C@@H:2]([C:16]1[CH:21]=[CH:20][CH:19]=[CH:18][CH:17]=1)[C@H:3]([NH:8][C:9](=[O:15])[O:10][C:11]([CH3:14])([CH3:13])[CH3:12])[CH:4]([OH:7])[CH2:5][OH:6].O([Si:30]([C:33]([CH3:36])([CH3:35])[CH3:34])([CH3:32])[CH3:31])S(C(F)(F)F)(=O)=O.C(=O)(O)[O-].[Na+]>C(Cl)Cl>[Si:30]([O:7][CH:4]([CH2:5][O:6][Si:30]([C:33]([CH3:36])([CH3:35])[CH3:34])([CH3:32])[CH3:31])[CH:3]([NH:8][C:9](=[O:15])[O:10][C:11]([CH3:14])([CH3:13])[CH3:12])[C@H:2]([F:1])[C:16]1[CH:17]=[CH:18][CH:19]=[CH:20][CH:21]=1)([C:33]([CH3:36])([CH3:35])[CH3:34])([CH3:32])[CH3:31] |f:2.3|. Procedure: To a 500 mL RBF containing tert-butyl (1S,2R)-1-fluoro-3,4-dihydroxy-1-phenylbutan-2-ylcarbamate (98.00 mg, 327 μmol) was added DCM (5 mL) and the mixture was allowed to stir at 0° C. for 5 min. At this time, TEA (274 μl, 1964 μmol) and tert-butyldimethylsilyl triflate (188 μl, 818 μmol) was added to the mixture via syringe. The reaction was allowed to stir for 30 min and then queched with sodium bicarbonate (50 ml, sat). The aq. layer was extracted with DCM (3×25 ml). The combined organics were... Reactants: F[C@H]([C@@H](C(CO)O)NC(OC(C)(C)C)=O)C1=CC=CC=C1 (tert-butyl (1S,2R)-1-fluoro-3,4-dihydroxy-1-phenylbutan-2-ylcarbamate), C([O-])(O)=O.[Na+] (sodium bicarbonate), TEA, O(S(=O)(=O)C(F)(F)F)[Si](C)(C)C(C)(C)C (tert-butyldimethylsilyl triflate). The yield is 117.6%. Run in C(Cl)Cl (DCM). Reaction conditions: temperature 0 celsius, time 5 minute.